This data is from the Open Reaction Database (ORD), a public repository of structured organic reaction records. The task is: describe an organic reaction: reactants, conditions, products, and yield Starting materials: CC(CCO)CCO (3-methylpentane-1,5-diol), CC1CC(=O)OCC1 (β-methyl-δ-valerolactone). RXN SMILES: [CH3:1][CH:2]1[CH2:8][CH2:7][O:6][C:4](=[O:5])[CH2:3]1.[CH3:9][CH:10]([CH2:14][CH2:15][OH:16])[CH2:11][CH2:12][OH:13]>>[CH3:1][CH:2]1[CH2:8][CH2:7][O:6][C:4](=[O:5])[CH2:3]1.[CH3:9][CH:10]([CH2:14][CH2:15][OH:16])[CH2:11][CH2:12][OH:13].[OH:5][CH:4]1[CH2:3][CH:2]([CH3:1])[CH2:8][CH2:7][O:6]1. The product is CC1CC(=O)OCC1 (β-methyl-δ-valerolactone), CC(CCO)CCO (3-methylpentane-1,5-diol), OC1OCCC(C1)C (2-hydroxy-4-methyltetrahydropyran). Procedure details: According to the prior art methods, production of β-methyl-δ-valerolactone and 3-methylpentane-1,5-diol requires respective independent production facilities. On the contrary, the simultaneous production method can produce β-methyl-δ-valerolactone and 3-methylpentane-1,5-diol simultaneously from 2-hydroxy-4-methyltetrahydropyran with a common reactor and under relatively mild conditions. According to this simultaneous production method, β-methyl-δ-valerolactone and 3-methylpentane- 1,5-diol are ... Reactants: C(C)(=O)[O-].[K+] (potassium acetate), ClC1=CC(=C(C(C(=O)OC)=C1)N)[N+](=O)[O-] (methyl 5-chloro-3-nitroanthranilate). The reagents and catalysts are [C].[Pd] (palladium-carbon). Run in CO (methanol). Yields the product NC1=C(C(=O)OC)C=CC=C1N (Methyl 2,3-diaminobenzoate). Reaction SMILES: C([O-])(=O)C.[K+].Cl[C:7]1[CH:16]=[C:11]([C:12]([O:14][CH3:15])=[O:13])[C:10]([NH2:17])=[C:9]([N+:18]([O-])=O)[CH:8]=1>[C].[Pd].CO>[NH2:17][C:10]1[C:9]([NH2:18])=[CH:8][CH:7]=[CH:16][C:11]=1[C:12]([O:14][CH3:15])=[O:13] |f:0.1,3.4|. Procedure details: A mixture of 5 g 5% palladium-carbon, 2.8 liters of methanol, 59 g of potassium acetate (anhydride), and 138.4 g methyl 5-chloro-3-nitroanthranilate was subjected to hydrogen absorption with stirring and cooling with a water bath. When the hydrogen absorption was completed, the reaction mixture was filtered, and the filtrate was concentrated in vacuo. To the residue were added ice and 1 lit mixture of n-hexane:ethyl acetate (6:4) and separated. The organic solvent layer was washed with saturated... Starting materials: CN=C=S, [Na+], [OH-], O=C(O)C1CCCN1C(=O)CCS, c1ccncc1. The product is CNC(=S)SCCC(=O)N1CCCC1C(=O)O. Reaction SMILES: [CH3:1][N:2]=[C:3]=[S:4].[Na+:25].[OH-:24].[SH:5][CH2:6][CH2:7][C:8](=[O:9])[N:10]1[CH:11]([C:12](=[O:13])[OH:14])[CH2:15][CH2:16][CH2:17]1.[cH:18]1[cH:19][cH:20][n:21][cH:22][cH:23]1>>[CH3:1][NH:2][C:3](=[S:4])[S:5][CH2:6][CH2:7][C:8](=[O:9])[N:10]1[CH:11]([C:12](=[O:13])[OH:14])[CH2:15][CH2:16][CH2:17]1. RXN SMILES: [C:1]([C:3]1[N:8]=[CH:7][C:6]([NH:9][C@@H:10]2[CH2:15][CH2:14][CH2:13][CH2:12][C@@H:11]2[NH:16]C(=O)OC(C)(C)C)=[CH:5][C:4]=1[NH:24][C:25]1[CH:34]=[CH:33][C:32]2[C:31](O)([CH3:35])[CH2:30][CH2:29][CH2:28][C:27]=2[N:26]=1)#[N:2].FC(F)(F)C(O)=O>ClCCl.C1(C)C=CC=CC=1>[NH2:16][C@H:11]1[CH2:12][CH2:13][CH2:14][CH2:15][C@H:10]1[NH:9][C:6]1[CH:5]=[C:4]([NH:24][C:25]2[CH:34]=[CH:33][C:32]3[C:31]([CH3:35])=[CH:30][CH2:29][CH2:28][C:27]=3[N:26]=2)[C:3]([C:1]#[N:2])=[N:8][CH:7]=1. The solvent is ClCCl (dichlormethane), C1(=CC=CC=C1)C (toluene), ClCCl (dichloromethane). Starting materials: C(#N)C1=C(C=C(C=N1)N[C@H]1[C@H](CCCC1)NC(OC(C)(C)C)=O)NC1=NC=2CCCC(C2C=C1)(C)O (tert-butyl (1S,2R)-2-(6-cyano-5-(5-hydroxy-5-methyl-5,6,7,8-tetrahydroquinolin-2-ylamino)pyridin-3-ylamino)cyclohexylcarbamate), FC(C(=O)O)(F)F (trifluoroacetic acid). Product: N[C@@H]1[C@@H](CCCC1)NC=1C=C(C(=NC1)C#N)NC1=NC=2CCC=C(C2C=C1)C (5-((1R,2S)-2-aminocyclohexylamino)-3-(5-methyl-7,8-dihydroquinolin-2-ylamino)picolinonitrile). Reaction conditions: time 20 minute. Procedure: To a suspension of tert-butyl (1S,2R)-2-(6-cyano-5-(5-hydroxy-5-methyl-5,6,7,8-tetrahydroquinolin-2-ylamino)pyridin-3-ylamino)cyclohexylcarbamate (25 mg, 0.051 mmol) in dichlormethane (1.5 mL) was added trifluoroacetic acid (0.5 mL). After 20 minutes, the reaction mixture was diluted with toluene (1 mL) and dichloromethane (10 mL), and then concentrated under reduced pressure. The residue was dissolved in methanol (1 mL) and toluene (1 mL) and then concentrated under reduced pressure. This entir... Starting materials: FC([C@@H](C=1C=CC=2N(C1)C(=NN2)C2=NC1=C(C=C(C=C1C=C2)F)O[C@@H](COC)C)N2C[C@H](CC2)NC(OC(C)(C)C)=O)(F)F (tert-butyl (S)-1-((R)-2,2,2-trifluoro-1-(3-(6-fluoro-8-((R)-1-methoxypropan-2-yloxy)quinolin-2-yl)-[1,2,4]triazolo[4,3-a]pyridin-6-yl)ethyl)pyrrolidin-3-ylcarbamate), Cl (hydrochloric acid). Solvent: C(C)#N (acetonitrile), ClCCl (dichloromethane). Run at time 30 minute. Product: Cl.Cl.FC([C@@H](C=1C=CC=2N(C1)C(=NN2)C2=NC1=C(C=C(C=C1C=C2)F)O[C@@H](COC)C)N2C[C@H](CC2)N)(F)F ((S)-1-((R)-2,2,2-trifluoro-1-(3-(6-fluoro-8-((R)-1-methoxypropan-2-yloxy)quinolin-2-yl)-[1,2,4]triazolo[4,3-a]pyridin-6-yl)ethyl)pyrrolidin-3-amine dihydrochloride). The yield is 792.0%. As a reaction SMILES: [F:1][C:2]([F:44])([F:43])[C@H:3]([N:30]1[CH2:34][CH2:33][C@H:32]([NH:35]C(=O)OC(C)(C)C)[CH2:31]1)[C:4]1[CH:5]=[CH:6][C:7]2[N:8]([C:10]([C:13]3[CH:22]=[CH:21][C:20]4[C:15](=[C:16]([O:24][C@H:25]([CH3:29])[CH2:26][O:27][CH3:28])[CH:17]=[C:18]([F:23])[CH:19]=4)[N:14]=3)=[N:11][N:12]=2)[CH:9]=1.[ClH:45]>ClCCl.C(#N)C>[ClH:45].[ClH:45].[F:44][C:2]([F:1])([F:43])[C@H:3]([N:30]1[CH2:34][CH2:33][C@H:32]([NH2:35])[CH2:31]1)[C:4]1[CH:5]=[CH:6][C:7]2[N:8]([C:10]([C:13]3[CH:22]=[CH:21][C:20]4[C:15](=[C:16]([O:24][C@H:25]([CH3:29])[CH2:26][O:27][CH3:28])[CH:17]=[C:18]([F:23])[CH:19]=4)[N:14]=3)=[N:11][N:12]=2)[CH:9]=1 |f:4.5.6|. Procedure: To a solution of tert-butyl (S)-1-((R)-2,2,2-trifluoro-1-(3-(6-fluoro-8-((R)-1-methoxypropan-2-yloxy)quinolin-2-yl)-[1,2,4]triazolo[4,3-a]pyridin-6-yl)ethyl)pyrrolidin-3-ylcarbamate (0.12 g, 0.19 mmol) in dichloromethane (0.5 mL) was added hydrochloric acid (5-6M in 2-propanol; 9.5 mL, 0.61 mmol). The reaction mixture was stirred at ambient temperature for 30 minutes. The solvent was removed under reduced pressure, and the solid obtained was suspended in acetonitrile (3 mL) and stirred at ambien... Starting materials: Cl (hydrogen chloride), C(C)(C)(C)OC(=O)N1C[C@@H](CC1)OC(N)=O ((3R)-1-(t-butoxycarbonyl)-3-carbamoyloxypyrrolidine). Run in C(C)(=O)OCC (ethyl acetate), C(Cl)Cl (methylene chloride). Run at temperature 30 celsius, time 30 minute. Yields the product Cl.C(N)(=O)O[C@H]1CNCC1 ((3R)-3-Carbamoyloxypyrrolidine hydrochloride). Reaction SMILES: [ClH:1].C(OC([N:9]1[CH2:13][CH2:12][C@@H:11]([O:14][C:15](=[O:17])[NH2:16])[CH2:10]1)=O)(C)(C)C>C(OCC)(=O)C.C(Cl)Cl>[ClH:1].[C:15]([O:14][C@@H:11]1[CH2:12][CH2:13][NH:9][CH2:10]1)(=[O:17])[NH2:16] |f:4.5|. Procedure details: 15 ml of a 4M hydrogen chloride solution in ethyl acetate was added to a suspension of 3.00 g of (3R)-1-(t-butoxycarbonyl)-3-carbamoyloxypyrrolidine in 30 ml of methylene chloride, and the mixture was stirred for 30 minutes at 30° C. After completion of the reaction, the precipitated crystals were collected by filtration and washed with ether, giving 1.78 g of the title compound. Reaction SMILES: Cl[C:2]1[C:11]2[CH2:10][CH2:9][CH2:8][CH2:7][C:6]=2[N:5]=[C:4]2[CH:12]=[N:13][NH:14][C:3]=12.[CH2:15]([CH2:17][NH2:18])[OH:16]>C1(C)C(C)=CC=CC=1>[OH:16][CH2:15][CH2:17][NH:18][C:2]1[C:11]2[CH2:10][CH2:9][CH2:8][CH2:7][C:6]=2[N:5]=[C:4]2[CH:12]=[N:13][NH:14][C:3]=12. Procedure details: 9-Chloro-5,6,7,8-tetrahydro-1H-pyrazolo[4,3-b]quinoline (2.45 g, 0.012 mole) and ethanolamine (2.2 ml, 0.036 mole) were heated under reflux in dry xylene (25 ml) for 24 hours. The solvent was evaporated off and the residue dissolved in water/methanol. The pH of the solution was adjusted to 9 by the addition of 10% sodium carbonate solution. The precipitate which formed was filtered off, washed with water, dried and recrystallised from ethyl acetate to give the title compound as a beige solid (0.... The solvent is C=1(C(=CC=CC1)C)C (xylene). Yield: 19.7%. Starting materials: ClC1=C2C(=NC=3CCCCC13)C=NN2 (9-Chloro-5,6,7,8-tetrahydro-1H-pyrazolo[4,3-b]quinoline), C(O)CN (ethanolamine). The product is OCCNC1=C2C(=NC=3CCCCC13)C=NN2 (9-(2-Hydroxyethylamino)-5,6,7,8-tetrahydro-1H-pyrazolo-[4,3-b]quinoline). Starting materials: NC1=CC(=C(C=C1)SC1=CC=C(C=C1)O)[N+](=O)[O-] (4-(4-Amino-2-nitro-phenylsulfanyl)-phenol), C(C1=CC=CC=C1)=O (benzaldehyde), C(#N)[BH3-].[Na+] (sodium cyanoborohydride), C(C)(=O)O (acetic acid). Run in CO (methanol). Reaction conditions: time 16 hour. Product: C(C1=CC=CC=C1)NC1=CC(=C(C=C1)SC1=CC=C(C=C1)O)[N+](=O)[O-] (4-(4-Benzylamino-2-nitro-phenylsulfanyl)-phenol). Isolated yield 77.7%. As a reaction SMILES: [NH2:1][C:2]1[CH:7]=[CH:6][C:5]([S:8][C:9]2[CH:14]=[CH:13][C:12]([OH:15])=[CH:11][CH:10]=2)=[C:4]([N+:16]([O-:18])=[O:17])[CH:3]=1.[CH:19](=O)[C:20]1[CH:25]=[CH:24][CH:23]=[CH:22][CH:21]=1.C([BH3-])#N.[Na+].C(O)(=O)C>CO>[CH2:19]([NH:1][C:2]1[CH:7]=[CH:6][C:5]([S:8][C:9]2[CH:10]=[CH:11][C:12]([OH:15])=[CH:13][CH:14]=2)=[C:4]([N+:16]([O-:18])=[O:17])[CH:3]=1)[C:20]1[CH:25]=[CH:24][CH:23]=[CH:22][CH:21]=1 |f:2.3|. Reported procedure: A solution of the product of Example 84A (0.63 g, 2.4 mmol), benzaldehyde (0.24 g, 2.3 mmol) and sodium cyanoborohydride (0.15 g, 2.4 mmol) in methanol (10 mL) containing 1% acetic acid was stirred at room temperature for 16 hours. The reaction mixture was quenched with water (20 mL) and the resultant solution was concentrated under vacuum to a yellow solid. The solid was dissolved in ethyl acetate (50 mL), and washed with water, 10% sodium bicarbonate and 10% sodium chloride. The organic layer ... Run in O (water). Reported procedure: A stirred solution of 9.81 g. (0.10 moles) of 4-hydroxy-1-hexyne and 33.5 g. (0.12 moles) of triphenylmethyl chloride in 100 ml. of dry pyridine is heated at reflux for 2 hours. The cooled mixture is treated with water and extracted with a hexane-ether mixture. The extract is washed successively with water and saturated sodium chloride solution, dried over magnesium sulfate, and concentrated. Column chromatography of the residue on Florisil gives an oil, ν max. 3290 (acetylenic hydrogen), 1600, ... As a reaction SMILES: [OH:1][CH:2]([CH2:6][CH3:7])[CH2:3][C:4]#[CH:5].[C:8]1([C:14](Cl)([C:21]2[CH:26]=[CH:25][CH:24]=[CH:23][CH:22]=2)[C:15]2[CH:20]=[CH:19][CH:18]=[CH:17][CH:16]=2)[CH:13]=[CH:12][CH:11]=[CH:10][CH:9]=1.N1C=CC=CC=1>O>[C:8]1([C:14]([C:21]2[CH:26]=[CH:25][CH:24]=[CH:23][CH:22]=2)([C:15]2[CH:20]=[CH:19][CH:18]=[CH:17][CH:16]=2)[O:1][CH:2]([CH2:6][CH3:7])[CH2:3][C:4]#[CH:5])[CH:13]=[CH:12][CH:11]=[CH:10][CH:9]=1. Reactants: OC(CC#C)CC (4-hydroxy-1-hexyne), acetylenic hydrogen, C1(=CC=CC=C1)C(C1=CC=CC=C1)(C1=CC=CC=C1)Cl (triphenylmethyl chloride), N1=CC=CC=C1 (pyridine). Product: C1(=CC=CC=C1)C(OC(CC#C)CC)(C1=CC=CC=C1)C1=CC=CC=C1 (4-Triphenylmethoxy-1-hexyne). RXN SMILES: [C:1]([CH3:2])([CH3:3])([CH3:4])[O:5][C:6](=[O:7])[N:8]1[CH2:9][CH2:10][CH:11]([O:14][c:15]2[cH:16][cH:17][c:18]([N:21]([C:22]([CH2:23][Br:24])=[O:25])[CH2:26][c:27]3[cH:28][c:29]4[cH:30][c:31]([C:37]#[N:38])[cH:32][cH:33][c:34]4[cH:35][cH:36]3)[cH:19][cH:20]2)[CH2:12][CH2:13]1.[CH3:39][NH:40][CH3:41].[CH3:42][OH:43]>>[C:1]([CH3:2])([CH3:3])([CH3:4])[O:5][C:6](=[O:7])[N:8]1[CH2:9][CH2:10][CH:11]([O:14][c:15]2[cH:16][cH:17][c:18]([N:21]([C:22]([CH2:23][N:40]([CH3:39])[CH3:41])=[O:25])[CH2:26][c:27]3[cH:28][c:29]4[cH:30][c:31]([C:37]#[N:38])[cH:32][cH:33][c:34]4[cH:35][cH:36]3)[cH:19][cH:20]2)[CH2:12][CH2:13]1. Product: CN(C)CC(=O)N(Cc1ccc2ccc(C#N)cc2c1)c1ccc(OC2CCN(C(=O)OC(C)(C)C)CC2)cc1. Reactants: CC(C)(C)OC(=O)N1CCC(Oc2ccc(N(Cc3ccc4ccc(C#N)cc4c3)C(=O)CBr)cc2)CC1, CNC, CO.